This data is from the Open Reaction Database (ORD), a public repository of structured organic reaction records. The task is: describe an organic reaction: reactants, conditions, products, and yield The yield is 140.4%. The solvent is C(Cl)(Cl)(Cl)Cl (CCl4). Reaction SMILES: C[O:2][C:3](=[O:15])[C:4]1[CH:9]=[CH:8][C:7]([CH3:10])=[C:6]([C:11]([F:14])([F:13])[F:12])[CH:5]=1.C1C(=O)N([Br:23])C(=O)C1.C(OOC(=O)C1C=CC=CC=1)(=O)C1C=CC=CC=1.O>C(Cl)(Cl)(Cl)Cl>[Br:23][CH2:10][C:7]1[CH:8]=[CH:9][C:4]([C:3]([OH:2])=[O:15])=[CH:5][C:6]=1[C:11]([F:14])([F:13])[F:12]. Reported procedure: 4-Methyl-3-(trifluoromethyl)benzoic acid methyl ester (3.73 g, 18.3 mmol) in CCl4 (40 mL) with NBS (3.9 g, 22 mmol) and benzoylperoxide with 25% of water (0.55 g, 1.7 mmol) were stirred and heated to reflux for 6 h. Solvent was evaporated, a water solution of K2CO3 was added and product is extracted with EtOAc to obtain a pale yellow solid (7.64 g, 25.7 mmol). Yield=140% (crude). Product: BrCC1=C(C=C(C(=O)O)C=C1)C(F)(F)F (4-(bromomethyl)-3-(trifluoromethyl) benzoic acid). Starting materials: COC(C1=CC(=C(C=C1)C)C(F)(F)F)=O (4-Methyl-3-(trifluoromethyl)benzoic acid methyl ester), C1CC(=O)N(C1=O)Br (NBS), C(C1=CC=CC=C1)(=O)OOC(C1=CC=CC=C1)=O (benzoylperoxide), O (water). Starting materials: COC(CC=1C=C(C=C(C1)Cl)C1=C(C=CC(=C1)OC)CNCC)=O ((5-chloro-2′-ethylaminomethyl-5′-methoxy-biphenyl-3-yl)-acetic acid methyl ester), C(C1=CC=CC=C1)N=C=O (benzyl isocyanate). Yields the product COC(CC=1C=C(C=C(C1)Cl)C1=C(C=CC(=C1)OC)CN(C(=O)NCC1=CC=CC=C1)CC)=O ([2′-(3-Benzyl-1-ethyl-ureidomethyl)-5-chloro-5′-methoxy-biphenyl-3-yl]-acetic acid methyl ester). Reaction SMILES: [CH3:1][O:2][C:3](=[O:24])[CH2:4][C:5]1[CH:6]=[C:7]([C:12]2[CH:17]=[C:16]([O:18][CH3:19])[CH:15]=[CH:14][C:13]=2[CH2:20][NH:21][CH2:22][CH3:23])[CH:8]=[C:9]([Cl:11])[CH:10]=1.[CH2:25]([N:32]=[C:33]=[O:34])[C:26]1[CH:31]=[CH:30][CH:29]=[CH:28][CH:27]=1>>[CH3:1][O:2][C:3](=[O:24])[CH2:4][C:5]1[CH:6]=[C:7]([C:12]2[CH:17]=[C:16]([O:18][CH3:19])[CH:15]=[CH:14][C:13]=2[CH2:20][N:21]([CH2:22][CH3:23])[C:33]([NH:32][CH2:25][C:26]2[CH:31]=[CH:30][CH:29]=[CH:28][CH:27]=2)=[O:34])[CH:8]=[C:9]([Cl:11])[CH:10]=1. Procedure: Prepared according to the procedure described in Example 95, Step 1, using the following starting materials: (5-chloro-2′-ethylaminomethyl-5′-methoxy-biphenyl-3-yl)-acetic acid methyl ester and benzyl isocyanate. Starting materials: Cl.CNC (dimethylamine hydrochloride), COC(C(=CO)C1=CC=CC=C1)=O.[Na] (sodium 3-hydroxy-2-phenyl acrylic acid methyl ester). Run in O (water). Reaction conditions: time 2 hour. Yields the product COC(C(=CN(C)C)C1=CC=CC=C1)=O (3-dimethylamino-2-phenyl acrylic acid methyl ester). Isolated yield 72.2%. As a reaction SMILES: Cl.[CH3:2][NH:3][CH3:4].[CH3:5][O:6][C:7](=[O:17])[C:8]([C:11]1[CH:16]=[CH:15][CH:14]=[CH:13][CH:12]=1)=[CH:9]O.[Na]>O>[CH3:5][O:6][C:7](=[O:17])[C:8]([C:11]1[CH:16]=[CH:15][CH:14]=[CH:13][CH:12]=1)=[CH:9][N:3]([CH3:4])[CH3:2] |f:0.1,2.3,^1:17|. Procedure: 97 weight-parts of dimethylamine hydrochloride are dissolved in 250 weight-parts of water, and 200 weight-parts of sodium 3-hydroxy-2-phenyl acrylic acid methyl ester are added. The mixture is stirred for 2 hours, and the organic phase is separated and distilled. 148 weight-parts of 3-dimethylamino-2-phenyl acrylic acid methyl ester are obtained, corresponding to a yield of 72.2% of the theory. Starting materials: Cl (HCl), C(C)(C)(C)OC(=O)N[C@H]1[C@@H]2N(C(=C(CC2)C(=O)OCC=C)C(=O)OC(C)(C)C)C1=O (4-t-butyl 7β-t-butyloxycarbonylamino-3-allyloxycarbonyl-1-carba-3-cephem-4-carboxylate), [SnH](CCCC)(CCCC)CCCC ((CH3CH2CH2CH2)3SnH), C1(=CC=CC=C1)P(C1=CC=CC=C1)C1=CC=CC=C1 (triphenylphosphine). Solvent: O (H2O), C(Cl)(Cl)Cl (CHCl3), CC#N.CCOCC (CH3CN (CH3CH2)2O). Conditions: temperature 0 celsius, time 20 minute. The product is C(C)(C)(C)OC(=O)N[C@H]1[C@@H]2N(C(=C(CC2)C(=O)O)C(=O)OC(C)(C)C)C1=O (t-Butyl 7β-t-Butyloxycarbonylamino-3-carboxy-1-carba-3-cephem-4-carboxylate). Isolated yield 90.0%. RXN SMILES: [C:1]([O:5][C:6]([NH:8][C@@H:9]1[C:29](=[O:30])[N:11]2[C:12]([C:22]([O:24][C:25]([CH3:28])([CH3:27])[CH3:26])=[O:23])=[C:13]([C:16]([O:18]CC=C)=[O:17])[CH2:14][CH2:15][C@H:10]12)=[O:7])([CH3:4])([CH3:3])[CH3:2].C1(P(C2C=CC=CC=2)C2C=CC=CC=2)C=CC=CC=1.[SnH](CCCC)(CCCC)CCCC.Cl>CC#N.CCOCC.O.C(Cl)(Cl)Cl>[C:1]([O:5][C:6]([NH:8][C@@H:9]1[C:29](=[O:30])[N:11]2[C:12]([C:22]([O:24][C:25]([CH3:28])([CH3:27])[CH3:26])=[O:23])=[C:13]([C:16]([OH:18])=[O:17])[CH2:14][CH2:15][C@H:10]12)=[O:7])([CH3:4])([CH3:2])[CH3:3] |f:4.5|. Procedure: To 700 mg (1.657 mMol) of 4-t-butyl 7β-t-butyloxycarbonylamino-3-allyloxycarbonyl-1-carba-3-cephem-4-carboxylate, dissolved in 12 ml of (1:1) CH3CN/(CH3CH2)2O, was added 174 mg (0.663 mMol) of triphenylphosphine and 20.34 mg (0.0829 mMol) of ##STR153## The reaction mixture was stirred for approximately 20 minutes and then cooled to 0° C. and treated with 0.464 ml (1.724 l) of (CH3CH2CH2CH2)3SnH. The reaction mixture was then allowed to cool and stirring was continued for 50 minutes. The crude re... The reactants are ClC=1C=CC2=C([C@H](CNCC2)C)C1 ((R)-8-chloro-1-methyl-2,3,4,5-tetrahydro-1H-3-benzazepine), C(\C=C\C(=O)O)(=O)O (fumaric acid), O (water), CCO (EtOH). Solvent: C(C)(=O)OC(C)C (isopropyl acetate). Conditions: temperature 60 celsius, time 1 hour. Yields the product C(\C=C\C(=O)O)(=O)O.ClC=1C=CC2=C([C@H](CNCC2)C)C1.ClC=1C=CC2=C([C@H](CNCC2)C)C1 ((R)-8-Chloro-1-methyl-2,3,4,5-tetrahydro-1H-3-benzazepine hemifumarate salt). As a reaction SMILES: [C:1]([OH:8])(=[O:7])/[CH:2]=[CH:3]/[C:4]([OH:6])=[O:5].O.CCO.[Cl:13][C:14]1[CH:15]=[CH:16][C:17]2[CH2:23][CH2:22][NH:21][CH2:20][C@H:19]([CH3:24])[C:18]=2[CH:25]=1>C(OC(C)C)(=O)C>[C:1]([OH:8])(=[O:7])/[CH:2]=[CH:3]/[C:4]([OH:6])=[O:5].[Cl:13][C:14]1[CH:15]=[CH:16][C:17]2[CH2:23][CH2:22][NH:21][CH2:20][C@H:19]([CH3:24])[C:18]=2[CH:25]=1.[Cl:13][C:14]1[CH:15]=[CH:16][C:17]2[CH2:23][CH2:22][NH:21][CH2:20][C@H:19]([CH3:24])[C:18]=2[CH:25]=1 |f:5.6.7|. Reported procedure: (R)-8-Chloro-1-methyl-2,3,4,5-tetrahydro-1H-3-benzazepine hemifumarate salt was prepared by dropwise addition of a half-molar amount of fumaric acid in 1:1 water:EtOH (˜0.6 M) to a solution of (R)-8-chloro-1-methyl-2,3,4,5-tetrahydro-1H-3-benzazepine in isopropyl acetate with vigorous stirring. A suspension resulted. It was heated to 60° C., held at that temperature for 1 h, and then the heat source was removed and the sample was allowed to cool to ambient temperature while stirring overnight. T... Starting materials: CCC(CC)(Oc1ccc(Cl)cc1C1OCCO1)C(=O)OC, O=C(O)C(F)(F)F. Product: CCC(CC)(Oc1ccc(Cl)cc1C=O)C(=O)OC. RXN SMILES: [CH3:1][O:2][C:3]([C:4]([CH2:5][CH3:6])([CH2:7][CH3:8])[O:9][c:10]1[c:11]([CH:17]2[O:18][CH2:21][CH2:20][O:19]2)[cH:12][c:13]([Cl:16])[cH:14][cH:15]1)=[O:22].[OH:23][C:24]([C:25]([F:26])([F:27])[F:28])=[O:29]>>[CH3:1][O:2][C:3]([C:4]([CH2:5][CH3:6])([CH2:7][CH3:8])[O:9][c:10]1[c:11]([CH:17]=[O:18])[cH:12][c:13]([Cl:16])[cH:14][cH:15]1)=[O:22]. The reactants are ClC1=CC(=C(C=C1)C(CC(=O)C=1C=CC(NC1)=O)C1=CC=C(C=C1)S(=O)(=O)C)C (5-(3-(4-Chloro-2-methylphenyl)-3-(4-(methylsulfonyl)phenyl)propanoyl)pyridin-2(1H)-one), BrCCOC (1-bromo-2-methoxyethane), C([O-])([O-])=O.[K+].[K+] (potassium carbonate), Cl.NO (hydroxylamine hydrochloride), C(O)([O-])=O.[Na+] (sodium hydrogencarbonate). The reagents and catalysts are [I-].C(CCC)[N+](CCCC)(CCCC)CCCC (tetrabutylammonium iodide). The product is ClC1=CC(=C(C=C1)C(C\C(=N/O)\C=1C=CC(N(C1)CCOC)=O)C1=CC=C(C=C1)S(=O)(=O)C)C ((E)-5-(3-(4-Chloro-2-methylphenyl)-1-(hydroxyimino)-3-(4-(methylsulfonyl)phenyl)-propyl)-1-(2-methoxyethyl)pyridin-2(1H)-one). As a reaction SMILES: [Cl:1][C:2]1[CH:7]=[CH:6][C:5]([CH:8]([C:19]2[CH:24]=[CH:23][C:22]([S:25]([CH3:28])(=[O:27])=[O:26])=[CH:21][CH:20]=2)[CH2:9][C:10]([C:12]2[CH:13]=[CH:14][C:15](=[O:18])[NH:16][CH:17]=2)=O)=[C:4]([CH3:29])[CH:3]=1.Br[CH2:31][CH2:32][O:33][CH3:34].C(=O)([O-])[O-].[K+].[K+].Cl.[NH2:42][OH:43].C(=O)([O-])O.[Na+]>[I-].C([N+](CCCC)(CCCC)CCCC)CCC>[Cl:1][C:2]1[CH:7]=[CH:6][C:5]([CH:8]([C:19]2[CH:24]=[CH:23][C:22]([S:25]([CH3:28])(=[O:26])=[O:27])=[CH:21][CH:20]=2)[CH2:9]/[C:10](/[C:12]2[CH:13]=[CH:14][C:15](=[O:18])[N:16]([CH2:31][CH2:32][O:33][CH3:34])[CH:17]=2)=[N:42]\[OH:43])=[C:4]([CH3:29])[CH:3]=1 |f:2.3.4,5.6,7.8,9.10|. Procedure details: In analogy to example 161, step 1, 5-(3-(4-chloro-2-methylphenyl)-3-(4-(methylsulfonyl)phenyl)propanoyl)pyridin-2(1H)-one (example 339, step 2) was reacted with 1-bromo-2-methoxyethane in the presence of potassium carbonate and a catalytic amount of tetrabutylammonium iodide. The product of this reaction was reacted in analogy to example 151, step 3, with hydroxylamine hydrochloride in the presence of sodium hydrogencarbonate to give the title compound as a colourless solid containing less than ... Solvent: C1CCOC1 (THF). Reactants: CC1=C(C=CC=C1)C1=CC=C(C(=O)N)C=C1 (4-(2-methylphenyl)benzamide), C(C)(C)(C)[Li] (tert-butyllithium), CCCCC (pentane), CN(C=O)C (dimethylformamide), resultant mixture. Product: C(C)(C)N(C(C1=C(C=C(C=C1)C1=C(C=CC=C1)C)C=O)=O)C(C)C (N,N-diisopropyl 2-formyl-4-(2-methylphenyl)benzamide). Reaction SMILES: [CH3:1][C:2]1[CH:7]=[CH:6][CH:5]=[CH:4][C:3]=1[C:8]1[CH:16]=[CH:15][C:11]([C:12]([NH2:14])=[O:13])=[CH:10][CH:9]=1.[C:17]([Li])([CH3:20])([CH3:19])C.[CH3:22][CH2:23][CH2:24]CC.CN(C)[CH:29]=[O:30]>C1COCC1>[CH:17]([N:14]([CH:23]([CH3:24])[CH3:22])[C:12](=[O:13])[C:11]1[CH:10]=[CH:9][C:8]([C:3]2[CH:4]=[CH:5][CH:6]=[CH:7][C:2]=2[CH3:1])=[CH:16][C:15]=1[CH:29]=[O:30])([CH3:20])[CH3:19]. Conditions: temperature -78 celsius, time 30 minute. Reported procedure: To a cooled solution of N,N-diisopropyl [4-(2-methylphenyl)benzamide (5.50 g, 19 mmol) in anhydrous THF (50 mL) at −70° C. was added dropwise a solution of tert-butyllithium, 1.7 M in pentane (13 mL, 22 mmol). The yellow mixture was stirred at −78° C. for 30 min, after which dimethylformamide (5.7 mL, 74 mmol) was added dropwise such that the internal temperature was maintained at −70° C. The resultant mixture was stirred at this temperature over 15 min and then was allowed to warm to RT and sto... Reactants: O (water), [H-].[Na+] (Sodium hydride), ClC(=O)OCC1=CC=CC=C1 (benzyl chloroformate), N1C=C(C2=CC=CC=C12)C=O (Indole-3-carboxaldehyde). The solvent is C1CCOC1 (THF). Conditions: temperature 40 celsius, time 8 hour. Product: C(=O)(OCC1=CC=CC=C1)N1C=C(C2=CC=CC=C12)C=O (N-Carbobenzoxy-indole-3-carboxaldehyde). Yield: 87.9%. RXN SMILES: [H-].[Na+].[NH:3]1[C:11]2[C:6](=[CH:7][CH:8]=[CH:9][CH:10]=2)[C:5]([CH:12]=[O:13])=[CH:4]1.Cl[C:15]([O:17][CH2:18][C:19]1[CH:24]=[CH:23][CH:22]=[CH:21][CH:20]=1)=[O:16].O>C1COCC1>[C:15]([N:3]1[C:11]2[C:6](=[CH:7][CH:8]=[CH:9][CH:10]=2)[C:5]([CH:12]=[O:13])=[CH:4]1)([O:17][CH2:18][C:19]1[CH:24]=[CH:23][CH:22]=[CH:21][CH:20]=1)=[O:16] |f:0.1|. Procedure: Sodium hydride (1.99 g, 50% in oil, 41.4 mmol, extracted with hexanes) was stirred in THF (50 ml) in a flame-dried flask at 0° C. under nitrogen. Indole-3-carboxaldehyde (5.00 g, 34.5 mmol) was added as a powder in small portions, and then the mixture was warmed to 40° C. for 30 min. The mixture was again cooled to 0° C., and benzyl chloroformate (4.92 ml, 34.5 mmol) was added. After warming to room temperature and stirring overnight, the mixture was poured into water (50 ml) and extracted with ... Starting materials: [Cl-].[NH4+] (ammonium chloride), C[Mg]Cl (methylmagnesium chloride), CN1C(N(C(C=2N(C=NC12)CCC)=O)CCCCC(C)=O)=O (3-methyl-1-(5-oxohexyl)-7-propylxanthine), CCOCC (ether), alkoxide. Run in O1CCCC1 (tetrahydrofuran). Yields the product OC(CCCCN1C(=O)N(C=2N=CN(C2C1=O)CCC)C)(C)C (1-(5-hydroxy-5-methylhexyl)-3-methyl-7-propylxanthine). RXN SMILES: C[Mg]Cl.[CH3:4][N:5]1[C:13]2[N:12]=[CH:11][N:10]([CH2:14][CH2:15][CH3:16])[C:9]=2[C:8](=[O:17])[N:7]([CH2:18][CH2:19][CH2:20][CH2:21][C:22](=[O:24])[CH3:23])[C:6]1=[O:25].[CH3:26]COCC.[Cl-].[NH4+]>O1CCCC1>[OH:24][C:22]([CH3:26])([CH3:23])[CH2:21][CH2:20][CH2:19][CH2:18][N:7]1[C:8](=[O:17])[C:9]2[N:10]([CH2:14][CH2:15][CH3:16])[CH:11]=[N:12][C:13]=2[N:5]([CH3:4])[C:6]1=[O:25] |f:3.4|. Reported procedure: 22.4 g (0.3 mol) of methylmagnesium chloride in the form of a 20% strength solution in tetrahydrofuran are added dropwise with vigorous stirring at room temperature to a suspension of 61.3 g (0.2 mol) of 3-methyl-1-(5-oxohexyl)-7-propylxanthine in 2 1 of anhydrous ether, the internal temperature rising to approximately 30° C. The mixture is then warmed with stirring and under reflux for 2 hours, treated with saturated aqueous ammonium chloride solution to decompose the alkoxide formed, and the o...